From a dataset of the Open Reaction Database (ORD), a public repository of structured organic reaction records. describe an organic reaction: reactants, conditions, products, and yield Reactants: ClCCl (dichloromethane), P(OCC)(OCC)OCC (triethyl phosphite), BrCC1=CC=C(S1)C(=O)O (5-bromomethyl-2-thiophenecarboxylic acid), aqueous solution, [OH-].[Na+] (sodium hydroxide). Solvent: C(C)O (ethanol). Reaction conditions: temperature 160 celsius. The product is C(C)OP(=O)(OCC)CC1=CC=C(S1)C(=O)O (5-[(diethoxyphosphoryl)methyl]-2-thiophenecarboxylic acid). Yield: 89.9%. Reaction SMILES: [P:1]([O:8][CH2:9][CH3:10])([O:5]CC)[O:2][CH2:3][CH3:4].Br[CH2:12][C:13]1[S:17][C:16]([C:18]([OH:20])=[O:19])=[CH:15][CH:14]=1.[OH-].[Na+].ClCCl>C(O)C>[CH2:9]([O:8][P:1]([CH2:12][C:13]1[S:17][C:16]([C:18]([OH:20])=[O:19])=[CH:15][CH:14]=1)([O:2][CH2:3][CH3:4])=[O:5])[CH3:10] |f:2.3|. Procedure details: 189 g of triethyl phosphite was added to 84 g of 5-bromomethyl-2-thiophenecarboxylic acid obtained above, and the mixture was stirred with heating at 160° C. for 1 hour. The reaction mixture was dissolved in 200 ml of ethanol, and 190 ml of a 4N aqueous solution of sodium hydroxide was slowly added dropwise with ice-cooling and stirring. After stirring the resulting mixture at room temperature for 12 hours, 200 ml of dichloromethane was added for separating the reaction mixture. The obtained aqu... Isolated yield 56.8%. The product is CC1=C(N=C(S1)C1=CC=C(C=C1)S(=O)(=O)N)C=1C=NC=CC1C (4-[5-methyl-4-(4-methylpyridin-3-yl)-1,3-thiazol-2-yl]benzenesulfonamide). RXN SMILES: Br[CH:2]([CH3:12])[C:3]([C:5]1[CH:6]=[N:7][CH:8]=[CH:9][C:10]=1[CH3:11])=O.[NH2:13][S:14]([C:17]1[CH:22]=[CH:21][C:20]([C:23](=[S:25])[NH2:24])=[CH:19][CH:18]=1)(=[O:16])=[O:15]>>[CH3:12][C:2]1[S:25][C:23]([C:20]2[CH:19]=[CH:18][C:17]([S:14]([NH2:13])(=[O:15])=[O:16])=[CH:22][CH:21]=2)=[N:24][C:3]=1[C:5]1[CH:6]=[N:7][CH:8]=[CH:9][C:10]=1[CH3:11]. Procedure: By the reaction in the same manner as in Example 25-iii) using 2-bromo-1-(4-methylpyridin-3-yl)propan-1-one hydrobromate (510 mg) and 4-(aminosulfonyl)benzenecarbothioamide (355 mg), the title compound (322 mg) was obtained as colorless powder crystals. Starting materials: BrC(C(=O)C=1C=NC=CC1C)C (2-bromo-1-(4-methylpyridin-3-yl)propan-1-one), NS(=O)(=O)C1=CC=C(C=C1)C(N)=S (4-(aminosulfonyl)benzenecarbothioamide). Reactants: C1CCOC1, C[Si](C)(C)[N-][Si](C)(C)C, [Cl-], O=S(=O)(c1ccccc1)N(F)S(=O)(=O)c1ccccc1, [Li+], [NH4+], O=C(OCc1ccccc1)C1CCOCC1, O. The product is O=C(OCc1ccccc1)C1(F)CCOCC1. Reaction SMILES: [CH2:49]1[O:50][CH2:51][CH2:52][CH2:53]1.[CH3:17][Si:18]([N-:19][Si:20]([CH3:21])([CH3:22])[CH3:23])([CH3:24])[CH3:25].[Cl-:47].[F:27][N:28]([S:29]([c:30]1[cH:31][cH:32][cH:33][cH:34][cH:35]1)(=[O:36])=[O:37])[S:38]([c:39]1[cH:40][cH:41][cH:42][cH:43][cH:44]1)(=[O:45])=[O:46].[Li+:26].[NH4+:48].[O:1]1[CH2:2][CH2:3][CH:4]([C:7](=[O:8])[O:9][CH2:10][c:11]2[cH:12][cH:13][cH:14][cH:15][cH:16]2)[CH2:5][CH2:6]1.[OH2:54]>>[O:1]1[CH2:2][CH2:3][C:4]([C:7](=[O:8])[O:9][CH2:10][c:11]2[cH:12][cH:13][cH:14][cH:15][cH:16]2)([F:27])[CH2:5][CH2:6]1. Reactants: Cl.Cl.NC=1SC=C(N1)C(C(=O)NC1[C@@H]2N(C(=C(CS2)CSC=2SC(=NN2)C)C(=O)O)C1=O)=NOCC(NN)=O (7-[2-(2-amino-1,3-thiazol-4-yl)-2-carbazoylmethoxyiminoacetamido]-3-[(5-methyl-1,3,4-thiadiazol-2-yl)thiomethyl]-3-cephem-4-carboxylic acid.dihydrochloride), CCOCC (ether), C/C(=N\[Si](C)(C)C)/O[Si](C)(C)C (N,O-bis(trimethylsilyl)acetamide), C(C)(=O)OC=1C=C(C(=O)Cl)C=CC1OC(C)=O (3,4-diacetoxybenzoic acid chloride). The solvent is C(Cl)Cl (methylene chloride), CO (methanol). Run at time 1 hour. The product is Cl.NC=1SC=C(N1)C(C(=O)NC1[C@@H]2N(C(=C(CS2)CSC=2SC(=NN2)C)C(=O)O)C1=O)=NOCC(NNC(C1=CC(=C(C=C1)OC(C)=O)OC(C)=O)=O)=O (7-{2-[2-amino-1,3-thiazol-4-yl]-2-[3-(3,4-diacetoxybenzoyl)carbazoyl]methoxyiminoacetamido}-3-[(5-methyl-1,3,4-thiadiazol-2-yl)thiomethyl]-3-cephem-4-carboxylic acid.hydrochloride). The yield is 94.1%. RXN SMILES: Cl.Cl.[NH2:3][C:4]1[S:5][CH:6]=[C:7]([C:9](=[N:33][O:34][CH2:35][C:36](=[O:39])[NH:37][NH2:38])[C:10]([NH:12][CH:13]2[C:31](=[O:32])[N:15]3[C:16]([C:28]([OH:30])=[O:29])=[C:17]([CH2:20][S:21][C:22]4[S:23][C:24]([CH3:27])=[N:25][N:26]=4)[CH2:18][S:19][C@H:14]23)=[O:11])[N:8]=1.C/C(/O[Si](C)(C)C)=N\[Si](C)(C)C.[C:52]([O:55][C:56]1[CH:57]=[C:58]([CH:62]=[CH:63][C:64]=1[O:65][C:66](=[O:68])[CH3:67])[C:59]([Cl:61])=[O:60])(=[O:54])[CH3:53].CCOCC>C(Cl)Cl.CO>[ClH:61].[NH2:3][C:4]1[S:5][CH:6]=[C:7]([C:9](=[N:33][O:34][CH2:35][C:36](=[O:39])[NH:37][NH:38][C:59](=[O:60])[C:58]2[CH:62]=[CH:63][C:64]([O:65][C:66](=[O:68])[CH3:67])=[C:56]([O:55][C:52](=[O:54])[CH3:53])[CH:57]=2)[C:10]([NH:12][CH:13]2[C:31](=[O:32])[N:15]3[C:16]([C:28]([OH:30])=[O:29])=[C:17]([CH2:20][S:21][C:22]4[S:23][C:24]([CH3:27])=[N:25][N:26]=4)[CH2:18][S:19][C@H:14]23)=[O:11])[N:8]=1 |f:0.1.2,8.9|. Procedure details: In 3 ml of methylene chloride was suspended 0.35 g (0.53 mmole) of 7-[2-(2-amino-1,3-thiazol-4-yl)-2-carbazoylmethoxyiminoacetamido]-3-[(5-methyl-1,3,4-thiadiazol-2-yl)thiomethyl]-3-cephem-4-carboxylic acid.dihydrochloride obtained in Reference example 9 and the suspension was dissolved by adding 1.35 g (6.66 mmole) of N,O-bis(trimethylsilyl)acetamide. To the mixture was added 0.136 g (0.53 mmole) of 3,4-diacetoxybenzoic acid chloride and the mixture was stirred at room temperature for one hour....